This data is from the Open Reaction Database (ORD), a public repository of structured organic reaction records. The task is: describe an organic reaction: reactants, conditions, products, and yield The reactants are C(C)(=O)OC1=CC(=C(C=C1)F)Br (O-acetyl 3-bromo-4-fluorophenol). Run in C(C)(C)N(CC)C(C)C (diisopropylethylamine), CO (methanol). Product: BrC=1C=C(C=CC1F)O (3-bromo-4-fluorophenol). As a reaction SMILES: C([O:4][C:5]1[CH:10]=[CH:9][C:8]([F:11])=[C:7]([Br:12])[CH:6]=1)(=O)C>C(N(C(C)C)CC)(C)C.CO>[Br:12][C:7]1[CH:6]=[C:5]([OH:4])[CH:10]=[CH:9][C:8]=1[F:11]. Procedure details: A solution of 0.80 gm (3.43 mMol) O-acetyl 3-bromo-4-fluorophenol in 10 mL 6% diisopropylethylamine in methanol was stirred at room temperature for 8 hours. The reaction mixture was concentrated under reduced pressure at 0° C. to provide the desired compound.